Task: describe an organic reaction: reactants, conditions, products, and yield. Dataset: the Open Reaction Database (ORD), a public repository of structured organic reaction records Reactants: C(C)#N (acetonitrile), OO (hydrogen peroxide), CC1(OC2=C(C(=C1)C1=NC=CC=C1)C=C(C=C2)C#N)C (2,2-dimethyl-4-(2-pyridyl)-2H-1-benzopyran-6-carbonitrile). Procedure: 3 g of 2,2-dimethyl-4-(2-pyridyl)-2H-1-benzopyran-6-carbonitrile and 420 mg of sodium tungstate were heated in 30 ml of methanol and 30 ml of acetonitrile at 50° C. and 12 ml of 30% (w/v) hydrogen peroxide were added. After heating overnight the mixture was evaporated and the residue was taken up in dichloromethane and water. The organic phase was separated, dried over sodium sulphate and evaporated. The residue was chromatographed on silica gel using ethyl acetate/petroleum ether (1:3 and 1:2) ... Solvent: CO (methanol). The reagents and catalysts are [O-][W](=O)(=O)[O-].[Na+].[Na+] (sodium tungstate). RXN SMILES: [CH3:1][C:2]1([CH3:20])[CH:7]=[C:6]([C:8]2[CH:13]=[CH:12][CH:11]=[CH:10][N:9]=2)[C:5]2[CH:14]=[C:15]([C:18]#[N:19])[CH:16]=[CH:17][C:4]=2[O:3]1.C(#N)C.[OH:24]O>CO.[O-][W]([O-])(=O)=O.[Na+].[Na+]>[CH3:1][C:2]1([CH3:20])[CH:7]2[O:24][C:6]2([C:8]2[CH:13]=[CH:12][CH:11]=[CH:10][N:9]=2)[C:5]2[CH:14]=[C:15]([C:18]#[N:19])[CH:16]=[CH:17][C:4]=2[O:3]1 |f:4.5.6|. The product is CC1(OC2=C(C3(C1O3)C3=NC=CC=C3)C=C(C=C2)C#N)C (1a,7b-dihydro-2,2-dimethyl-7b-(2-pyridyl)-2H-oxireno[c][1]benzopyran-6-carbonitrile).